The task is: describe an organic reaction: reactants, conditions, products, and yield. This data is from the Open Reaction Database (ORD), a public repository of structured organic reaction records. Reactants: C(C1=CC=CC=C1)N1C2=C(C=3C=CC(=CC13)OC)N=C(C=C2C(=O)OC)N2CCCCC2 (methyl 5-benzyl-7-methoxy-2-(piperidin-1-yl)-5H-pyrido[3,2-b]indole-4-carboxylate). Reagents/catalysts: FC(S(=O)(=O)O)(F)F (trifluoromethanesulfonic acid), FC(S(=O)(=O)O)(F)F (trifluoromethanesulfonic acid). Solvent: C(=O)(C(F)(F)F)O (TFA). Reaction conditions: time 40 minute. Product: COC=1C=CC=2C3=C(NC2C1)C(=CC(=N3)N3CCCCC3)C(=O)OC (methyl 7-methoxy-2-(piperidin-1-yl)-5H-pyrido[3,2-b]indole-4-carboxylate). Yield: 36.7%. RXN SMILES: C([N:8]1[C:16]2[CH:15]=[C:14]([O:17][CH3:18])[CH:13]=[CH:12][C:11]=2[C:10]2[N:19]=[C:20]([N:27]3[CH2:32][CH2:31][CH2:30][CH2:29][CH2:28]3)[CH:21]=[C:22]([C:23]([O:25][CH3:26])=[O:24])[C:9]1=2)C1C=CC=CC=1>C(O)(C(F)(F)F)=O.FC(F)(F)S(O)(=O)=O>[CH3:18][O:17][C:14]1[CH:13]=[CH:12][C:11]2[C:10]3[N:19]=[C:20]([N:27]4[CH2:32][CH2:31][CH2:30][CH2:29][CH2:28]4)[CH:21]=[C:22]([C:23]([O:25][CH3:26])=[O:24])[C:9]=3[NH:8][C:16]=2[CH:15]=1. Procedure: A solution of methyl 5-benzyl-7-methoxy-2-(piperidin-1-yl)-5H-pyrido[3,2-b]indole-4-carboxylate (51 mg, 0.12 mmol) in TFA (2 mL) and two drops of trifluoromethanesulfonic acid was heated at reflux for 30 min. Another two drops of trifluoromethanesulfonic acid was added and heating continued for another 40 min. Preparative HPLC (100×30 mm Luna C18 column, Solvent A=10 mM NH4OAc in 95% water:5% acetonitrile; B=10 mM NH4OAc in 5% water:95% acetonitrile; gradient of 15 to 100% B over 20 min at 42 mL... Reactants: [H-].[Al+3].[Li+].[H-].[H-].[H-] (lithium aluminum hydride), N1(CCOCC1)C(CCC=1C=C(C=CC1)N)=O ({3-[3-(4-morpholinyl)-3-oxopropyl]phenyl}amine). Solvent: C1CCOC1 (THF), C1CCOC1 (THF). Conditions: temperature 0 celsius. The product is N1(CCOCC1)CCCC=1C=C(C=CC1)N ({3-[3-(4-Morpholinyl)propyl]phenyl}amine). RXN SMILES: [H-].[Al+3].[Li+].[H-].[H-].[H-].[N:7]1([C:13](=O)[CH2:14][CH2:15][C:16]2[CH:17]=[C:18]([NH2:22])[CH:19]=[CH:20][CH:21]=2)[CH2:12][CH2:11][O:10][CH2:9][CH2:8]1>C1COCC1>[N:7]1([CH2:13][CH2:14][CH2:15][C:16]2[CH:17]=[C:18]([NH2:22])[CH:19]=[CH:20][CH:21]=2)[CH2:12][CH2:11][O:10][CH2:9][CH2:8]1 |f:0.1.2.3.4.5|. Procedure: A solution of 1M lithium aluminum hydride in THF (2.6 mL) was injected into a stirred suspension of {3-[3-(4-morpholinyl)-3-oxopropyl]phenyl}amine (120 mg, 0.51 mmol) in anhydrous THF (5 mL). The reaction was refluxed for 1 h under nitrogen. The suspension was cooled to 0° C. and quenched by careful addition of 1N NaOH. The base was added until gas evolution stopped. The reaction was concentrated to a white solid under vacuum, triturated with diethyl ether and filtered. The filtrate was concentr...